This data is from the Open Reaction Database (ORD), a public repository of structured organic reaction records. The task is: describe an organic reaction: reactants, conditions, products, and yield Reactants: O=C([O-])[O-], O=c1c2ccccc2nc2nc(Cl)c3ccccc3n12, Nc1nccs1, [Na+], [Na+], O=C(C=Cc1ccccc1)C=Cc1ccccc1, O=C(C=Cc1ccccc1)C=Cc1ccccc1, O=C(C=Cc1ccccc1)C=Cc1ccccc1, C1COCCO1, [Pd], [Pd], Cc1ccccc1. Yields the product O=c1c2ccccc2nc2nc(Nc3nccs3)c3ccccc3n12. As a reaction SMILES: [C:27](=[O:28])([O-:29])[O-:30].[Cl:1][c:2]1[n:3][c:4]2[n:5]([c:6]3[cH:7][cH:8][cH:9][cH:10][c:11]13)[c:12](=[O:20])[c:13]1[cH:14][cH:15][cH:16][cH:17][c:18]1[n:19]2.[NH2:21][c:22]1[s:23][cH:24][cH:25][n:26]1.[Na+:31].[Na+:32].[O:35]=[C:36]([CH:37]=[CH:38][c:39]1[cH:40][cH:41][cH:42][cH:43][cH:44]1)[CH:45]=[CH:46][c:47]1[cH:48][cH:49][cH:50][cH:51][cH:52]1.[O:53]=[C:54]([CH:55]=[CH:56][c:57]1[cH:58][cH:59][cH:60][cH:61][cH:62]1)[CH:63]=[CH:64][c:65]1[cH:66][cH:67][cH:68][cH:69][cH:70]1.[O:71]=[C:72]([CH:73]=[CH:74][c:75]1[cH:76][cH:77][cH:78][cH:79][cH:80]1)[CH:81]=[CH:82][c:83]1[cH:84][cH:85][cH:86][cH:87][cH:88]1.[O:96]1[CH2:97][CH2:98][O:99][CH2:100][CH2:101]1.[Pd:33].[Pd:34].[c:89]1([CH3:90])[cH:91][cH:92][cH:93][cH:94][cH:95]1>>[c:2]1([NH:21][c:22]2[s:23][cH:24][cH:25][n:26]2)[n:3][c:4]2[n:5]([c:6]3[cH:7][cH:8][cH:9][cH:10][c:11]13)[c:12](=[O:20])[c:13]1[cH:14][cH:15][cH:16][cH:17][c:18]1[n:19]2. Reactants: CCOC(=O)C1=CC(OC(CC)CC)C(NP(=O)(OCC)OCC)C(OS(C)(=O)=O)C1, CCOC(C)=O, CCO, [NH4+], [Na+], [OH-], [OH-], O, O=S(=O)(O)O. The product is CCOC(=O)C1=CC(OC(CC)CC)C(N)C(OS(C)(=O)=O)C1. Reaction SMILES: [CH2:1]([CH3:2])[O:3][C:4](=[O:5])[C:6]1=[CH:7][CH:8]([O:26][CH:27]([CH2:28][CH3:29])[CH2:30][CH3:31])[CH:9]([NH:17][P:18]([O:19][CH2:20][CH3:21])([O:22][CH2:23][CH3:24])=[O:25])[CH:10]([O:12][S:13](=[O:14])(=[O:15])[CH3:16])[CH2:11]1.[CH3:41][CH2:42][O:43][C:44]([CH3:45])=[O:46].[CH3:48][CH2:49][OH:50].[NH4+:40].[Na+:38].[OH-:37].[OH-:39].[OH2:47].[S:32](=[O:33])(=[O:34])([OH:35])[OH:36]>>[CH2:1]([CH3:2])[O:3][C:4](=[O:5])[C:6]1=[CH:7][CH:8]([O:26][CH:27]([CH2:28][CH3:29])[CH2:30][CH3:31])[CH:9]([NH2:17])[CH:10]([O:12][S:13](=[O:14])(=[O:15])[CH3:16])[CH2:11]1. Reactants: O=C([O-])O, CCCC[N+](CCCC)(CCCC)CCCC, CCCC[N+](CCCC)(CCCC)CCCC, O=S(=O)(Cl)CCl, ClCCl, [Na+], O, O=C(O)c1cccnc1, O=S(=O)([O-])[O-]. Yields the product O=C(OCCl)c1cccnc1. As a reaction SMILES: [C:10](=[O:11])([OH:12])[O-:13].[CH2:20]([N+:21]([CH2:22][CH2:23][CH2:24][CH3:25])([CH2:26][CH2:27][CH2:28][CH3:29])[CH2:30][CH2:31][CH2:32][CH3:33])[CH2:34][CH2:35][CH3:36].[CH2:37]([N+:38]([CH2:39][CH2:40][CH2:41][CH3:42])([CH2:43][CH2:44][CH2:45][CH3:46])[CH2:47][CH2:48][CH2:49][CH3:50])[CH2:51][CH2:52][CH3:53].[Cl:54][CH2:55][S:56]([Cl:57])(=[O:58])=[O:59].[Cl:60][CH2:61][Cl:62].[Na+:14].[OH2:63].[OH:1][C:2](=[O:3])[c:4]1[cH:5][cH:6][cH:7][n:8][cH:9]1.[S:15]([O-:16])([O-:17])(=[O:18])=[O:19]>>[O:1]([C:2](=[O:3])[c:4]1[cH:5][cH:6][cH:7][n:8][cH:9]1)[CH2:55][Cl:54]. Reactants: C(C)(=O)C(C(C(C(=O)OCC)C)C)C1=CC=NC=C1 (Ethyl 4-Acetyl-2,3-dimethyl-4-(4-pyridinyl)butanoate), N1=CC=C(C=C1)CC(C)=O (1-(4-pyridinyl)-2-propanone), CC(C(=O)OCC)=CC (ethyl α,β-dimethylacrylate). The product is C(C)(=O)C(C(CC(=O)OCC)C)C1=CC=NC=C1 (Ethyl 4-Acetyl-3-methyl-4-(4-pyridinyl)butanoate). Reaction SMILES: [C:1]([CH:4]([C:14]1[CH:19]=[CH:18][N:17]=[CH:16][CH:15]=1)[CH:5]([CH3:13])[CH:6](C)[C:7]([O:9][CH2:10][CH3:11])=[O:8])(=[O:3])[CH3:2].N1C=CC(CC(=O)C)=CC=1.CC(=CC)C(OCC)=O>>[C:1]([CH:4]([C:14]1[CH:19]=[CH:18][N:17]=[CH:16][CH:15]=1)[CH:5]([CH3:13])[CH2:6][C:7]([O:9][CH2:10][CH3:11])=[O:8])(=[O:3])[CH3:2]. Reported procedure: B-4. Ethyl 4-Acetyl-2,3-dimethyl-4-(4-pyridinyl)butanoate, using 1-(4-pyridinyl)-2-propanone and ethyl α,β-dimethylacrylate.